Dataset: the Open Reaction Database (ORD), a public repository of structured organic reaction records. Task: describe an organic reaction: reactants, conditions, products, and yield Starting materials: CN(C)C=O, F, O=N[O-], Nc1cc(Cl)cnc1Cl, [Na+]. The product is Fc1cc(Cl)cnc1Cl. RXN SMILES: [CH3:15][N:16]([CH3:17])[CH:18]=[O:19].[FH:1].[N:11]([O-:12])=[O:13].[NH2:2][c:3]1[c:4]([Cl:10])[n:5][cH:6][c:7]([Cl:9])[cH:8]1.[Na+:14]>>[F:1][c:3]1[c:4]([Cl:10])[n:5][cH:6][c:7]([Cl:9])[cH:8]1.